Dataset: the Open Reaction Database (ORD), a public repository of structured organic reaction records. Task: describe an organic reaction: reactants, conditions, products, and yield Starting materials: C(CCC)(OC)(OC)OC (Trimethyl orthobutyrate), Cl.N1=CC=CC=C1 (pyridine hydrochloride), NC=1C=NC2=CC(=CC=C2C1NCC(C)(O)C)Br (1-(3-amino-7-bromoquinolin-4-ylamino)-2-methylpropan-2-ol). Solvent: C1(=CC=CC=C1)C (toluene), Hexanes. The product is BrC=1C=CC=2C3=C(C=NC2C1)N=C(N3CC(C)(O)C)CCC (1-(7-bromo-2-propyl-1H-imidazo[4,5-c]quinolin-1-yl)-2-methylpropan-2-ol). The yield is 76.7%. RXN SMILES: [C:1](OC)(OC)(OC)[CH2:2][CH2:3][CH3:4].Cl.N1C=CC=CC=1.[NH2:18][C:19]1[CH:20]=[N:21][C:22]2[C:27]([C:28]=1[NH:29][CH2:30][C:31]([CH3:34])([OH:33])[CH3:32])=[CH:26][CH:25]=[C:24]([Br:35])[CH:23]=2>C1(C)C=CC=CC=1>[Br:35][C:24]1[CH:25]=[CH:26][C:27]2[C:28]3[N:29]([CH2:30][C:31]([CH3:34])([OH:33])[CH3:32])[C:1]([CH2:2][CH2:3][CH3:4])=[N:18][C:19]=3[CH:20]=[N:21][C:22]=2[CH:23]=1 |f:1.2|. Procedure: Trimethyl orthobutyrate (11.61 mL, 72.6 mmol) and catalytic pyridine hydrochloride were added to a solution of 1-(3-amino-7-bromoquinolin-4-ylamino)-2-methylpropan-2-ol (22.51 g, 72.6 mmol) in anhydrous toluene (120 mL), and the reaction was heated at reflux for two hours. The solvent was removed under reduced pressure, and the residue was dissolved in dichloromethane and washed with water. The dichloromethane was removed under reduced pressure until a precipitate began to form. Hexanes were add... Starting materials: ClC(=O)OCC (Ethyl chloroformate), CC1([C@@H](N2[C@H](S1)[C@@H](C2=O)NC(=O)[C@@H](C=3C=CC=CC3)N)C(=O)O)C.O.O.O (ampicillin trihydrate), O=C1C(=CN=C2N1CCCC2)C(=O)[O-].[Na+] (Sodium 6,7,8,9-tetrahydro-4-oxo-4H-pyrido-[1,2-a]pyrimidine-3-carboxylate), CC(=O)C (acetone), anhydride. Reagents/catalysts: CN1CCOCC1 (N-methyl morpholine). Run in [OH-].[Na+] (sodium hydroxide), CC(=O)N(C)C (dimethylacetamide). Reaction conditions: temperature -10 celsius. Yields the product CC1([C@@H](N2[C@H](S1)CC2=O)C(=O)O)C (penicillanic acid). Yield: 234.7%. Reaction SMILES: O=C1N2CCCCC2=NC=C1C([O-])=O.[Na+].CC(C)=O.ClC(OCC)=O.[CH3:26][C:27]1([CH3:49])[S:31][C@@H:30]2[C@H:32](NC([C@H](N)C3C=CC=CC=3)=O)[C:33](=[O:34])[N:29]2[C@H:28]1[C:46]([OH:48])=[O:47].O.O.O>CN1CCOCC1.[OH-].[Na+].CC(N(C)C)=O>[CH3:26][C:27]1([CH3:49])[S:31][C@@H:30]2[CH2:32][C:33](=[O:34])[N:29]2[C@H:28]1[C:46]([OH:48])=[O:47] |f:0.1,4.5.6.7,9.10|. Reported procedure: Sodium 6,7,8,9-tetrahydro-4-oxo-4H-pyrido-[1,2-a]pyrimidine-3-carboxylate (2mM, 0.432g.) was suspended in a mixture of dry acetone (25ml) and dry dimethylacetamide (2ml) and chilled to -10° C with stirring. Ethyl chloroformate (2mM, 0.2ml) and one drop of N-methyl morpholine were added and the reaction mixture stirred 20 minutes at -10° C. A solution of ampicillin trihydrate (2mM, 0.726g) in aqueous sodium hydroxide (0.489N, 3.64ml) was chilled and added to the mixed anhydride at -10° C. The rea... Reactants: C(C#C)O (propargyl alcohol), [Na+].COC1=C(NC=C1)\C=C\1/C(NC2=CC=CC(=C12)C#CCCC(=O)[O-])=O ((Z)-5-[2,3-Dihydro-3-[(3-methoxy-1H-pyrrol-2-yl)methylene]-2-oxo-1H-indol-4-yl]-4-pentynoic acid Sodium salt), [Na+].COC1=C(NC=C1)\C=C\1/C(NC2=CC=CC(=C12)C#CCCC(=O)[O-])=O ((Z)-5-[2,3-Dihydro-3-[(3-methoxy-1H-pyrrol-2-yl)methylene]-2-oxo-1H-indol-4-yl]-4-pentynoic acid Sodium salt). The solvent is CCN(CC)CC (Et3N), CN(C)C=O (DMF). Product: OCC#CC1=C2/C(/C(NC2=CC=C1)=O)=C/C=1NC=CC1OC ((Z)-1,3-dihydro-4-(3-hydroxy-1-propynyl)-3-[(3-methoxy-1H-pyrrol-2-yl)methylene]-2H-indol-2-one). RXN SMILES: [CH2:1]([OH:4])[C:2]#[CH:3].[Na+].[CH3:6][O:7][C:8]1[CH:12]=[CH:11][NH:10][C:9]=1/[CH:13]=[C:14]1\[C:15](=[O:30])[NH:16][C:17]2[C:22]\1=[C:21](C#CCCC([O-])=O)[CH:20]=[CH:19][CH:18]=2>CN(C=O)C.CCN(CC)CC>[OH:4][CH2:1][C:2]#[C:3][C:21]1[CH:20]=[CH:19][CH:18]=[C:17]2[C:22]=1/[C:14](=[CH:13]/[C:9]1[NH:10][CH:11]=[CH:12][C:8]=1[O:7][CH3:6])/[C:15](=[O:30])[NH:16]2 |f:1.2|. Procedure: Using Method D above, propargyl alcohol (43.9 mg, 0.78 mmol) (Aldrich) was coupled with (Z)-4-bromo-1,3-dihydro-3-[(3-methoxy-1H-pyrrol-2-yl)methylene]-2H-indol-2-one (100 mg, 0.31 mmol) (Starting Material I supra) using DPPFPdCl2 (12.8 mg) and Cul (3 mg) as catalyst in DMF (3 mL) and Et3N (3 mL) as solvent at 85° C. for 18 h to yield (Z)-1,3-dihydro-4-(3-hydroxy-1-propynyl)-3-[(3-methoxy-1H-pyrrol-2-yl)methylene]-2H-indol-2-one. (Yield 42 mg, 46%). Starting materials: [Na] (sodium), sulfuric acid ester, C1CO1.C(C(=C)C)(=O)O (methacrylic acid ethylene oxide), C(C(=C)C)(=O)O (methacrylic acid), C(C=C)(=O)OCCCC (butyl acrylate), S(=O)(=O)([O-])OOS(=O)(=O)[O-].[NH4+].[NH4+] (ammonium persulphate), S(=O)(=O)([O-])OOS(=O)(=O)[O-].[NH4+].[NH4+] (ammonium persulphate). Run in O (water). Run at temperature 75 celsius, time 30 minute. The product is C(C(=C)C)(=O)O.C(C=C)(=O)OCCCC.[Na] (methacrylic acid butyl acrylate sodium), sulfuric acid ester, C1CO1.C(C(=C)C)(=O)O (methacrylic acid ethylene oxide). As a reaction SMILES: [Na:1].[CH2:2]1[O:4][CH2:3]1.[C:5]([OH:10])(=[O:9])[C:6]([CH3:8])=[CH2:7].[C:11]([OH:16])(=[O:15])[C:12]([CH3:14])=[CH2:13].[C:17]([O:21][CH2:22][CH2:23][CH2:24][CH3:25])(=[O:20])[CH:18]=[CH2:19].S(OOS([O-])(=O)=O)([O-])(=O)=O.[NH4+].[NH4+]>O>[C:5]([OH:10])(=[O:9])[C:6]([CH3:8])=[CH2:7].[C:17]([O:21][CH2:22][CH2:23][CH2:24][CH3:25])(=[O:20])[CH:18]=[CH2:19].[Na:1].[CH2:3]1[O:4][CH2:2]1.[C:11]([OH:16])(=[O:15])[C:12]([CH3:14])=[CH2:13] |f:1.2,5.6.7,9.10.11,12.13,^1:0,53|. Procedure: To a reaction vessel equipped with a stirrer and a thermometer, 683 parts of water, 11 parts of sodium salt of the sulfuric acid ester of methacrylic acid ethylene oxide adduct (ELEMINOL RS-30, manufactured by Sanyo Chemical Industries, Ltd.), 166 parts of methacrylic acid, 110 parts of butyl acrylate, and 1 part of ammonium persulphate were poured, and stirred at 3,800 rpm for 30 minutes to obtain a white emulsion. The white emulsion was heated, the temperature in the system was raised to 75° C... Starting materials: C(C)(C)(C)OC(=O)N1CCC(CC1)=O (4-oxo-piperidine-1-carboxylic acid tert-butyl ester), C(C1=CC=CC=C1)N (benzylamine), FC(C1=CC=C(C=C1)C=C[N+](=O)[O-])(F)F (1-trifluoromethyl-4-(2-nitro-vinyl)-benzene). Run in C(C)#N (acetonitrile). The product is C(C1=CC=CC=C1)N1C=C(C=2CNCCC21)C2=CC=C(C=C2)C(F)(F)F (1-Benzyl-3-(4-trifluoromethyl-phenyl)-4,5,6,7-tetrahydro-1H-pyrrolo[3,2-c]pyridine). RXN SMILES: C(OC([N:8]1[CH2:13][CH2:12][C:11](=O)[CH2:10][CH2:9]1)=O)(C)(C)C.[CH2:15]([NH2:22])[C:16]1[CH:21]=[CH:20][CH:19]=[CH:18][CH:17]=1.[F:23][C:24]([F:37])([F:36])[C:25]1[CH:30]=[CH:29][C:28]([CH:31]=[CH:32][N+]([O-])=O)=[CH:27][CH:26]=1>C(#N)C>[CH2:15]([N:22]1[C:11]2[CH2:10][CH2:9][NH:8][CH2:13][C:12]=2[C:31]([C:28]2[CH:29]=[CH:30][C:25]([C:24]([F:23])([F:36])[F:37])=[CH:26][CH:27]=2)=[CH:32]1)[C:16]1[CH:21]=[CH:20][CH:19]=[CH:18][CH:17]=1. Procedure: The title compound (0.23 g) was prepared from 0.50 g of 4-oxo-piperidine-1-carboxylic acid tert-butyl ester, 274 μL of benzylamine, and 0.55 g of 1-trifluoromethyl-4-(2-nitro-vinyl)-benzene, using acetonitrile as the solvent. MS (ESI): exact mass calculated for C21H19F3N2, 356.16; m/z found, 357.2 [M+H]+. 1H NMR (500 MHz, CD3OD): 7.65-7.63 (m, 2H), 7.54-7.52 (m, 2H), 7.36-7.27 (m, 4H), 7.20-7.18 (m, 2H), 5.17 (s, 2H), 4.40 (s, 2H), 3.52 (t, J=6.3 Hz, 2H), 2.88 (t, J=6.3 Hz, 2H). Starting materials: CCOC1=NS(=O)(=O)C(C(=O)OC(C)(C)C)=C1Br, CN([SiH](C)C)[Si](C)(C)C, CC#N. The product is CCOC1=NS(=O)(=O)C(C(=O)OC(C)(C)C)=C1N. Reaction SMILES: [CH2:1]([CH3:2])[O:3][C:4]1=[N:5][S:6](=[O:17])(=[O:18])[C:7]([C:10](=[O:11])[O:12][C:13]([CH3:14])([CH3:15])[CH3:16])=[C:8]1[Br:9].[CH3:19][SiH:20]([N:21]([CH3:23])[Si:24]([CH3:25])([CH3:26])[CH3:27])[CH3:22].[CH3:28][C:29]#[N:30]>>[CH2:1]([CH3:2])[O:3][C:4]1=[N:5][S:6](=[O:17])(=[O:18])[C:7]([C:10](=[O:11])[O:12][C:13]([CH3:14])([CH3:15])[CH3:16])=[C:8]1[NH2:21]. The reactants are CCCC[Sn](CCCC)(CCCC)c1cccs1, Cc1ccccc1, O=S(=O)(c1ccccc1)n1cc(-c2ccoc2)c2cc(Br)cnc21, Cc1ccccc1P(c1ccccc1C)c1ccccc1C. Product: O=S(=O)(c1ccccc1)n1cc(-c2ccoc2)c2cc(-c3cccs3)cnc21. RXN SMILES: [CH2:25]([Sn:26]([CH2:27][CH2:28][CH2:29][CH3:35])([c:30]1[s:31][cH:32][cH:33][cH:34]1)[CH2:36][CH2:37][CH2:38][CH3:39])[CH2:40][CH2:41][CH3:42].[CH3:65][c:66]1[cH:67][cH:68][cH:69][cH:70][cH:71]1.[c:1]1([S:7](=[O:8])(=[O:9])[n:10]2[cH:11][c:12](-[c:20]3[cH:21][o:22][cH:23][cH:24]3)[c:13]3[c:14]2[n:15][cH:16][c:17]([Br:19])[cH:18]3)[cH:2][cH:3][cH:4][cH:5][cH:6]1.[c:43]1([CH3:44])[cH:45][cH:46][cH:47][cH:48][c:49]1[P:50]([c:51]1[cH:52][cH:53][cH:54][cH:55][c:56]1[CH3:57])[c:58]1[cH:59][cH:60][cH:61][cH:62][c:63]1[CH3:64]>>[c:1]1([S:7](=[O:8])(=[O:9])[n:10]2[cH:11][c:12](-[c:20]3[cH:21][o:22][cH:23][cH:24]3)[c:13]3[c:14]2[n:15][cH:16][c:17](-[c:30]2[s:31][cH:32][cH:33][cH:34]2)[cH:18]3)[cH:2][cH:3][cH:4][cH:5][cH:6]1. Yields the product CCCCCCN(C)C(=O)c1ccc(C(C)=O)o1. Reaction SMILES: [C:1]([CH3:2])(=[O:3])[c:4]1[cH:5][cH:6][c:7]([C:9](=[O:10])[OH:11])[o:8]1.[CH2:25]([CH2:26][CH2:27][CH2:28][CH2:29][CH3:30])[NH:31][CH3:32].[CH3:12][N:13]1[CH2:14][CH2:15][O:16][CH2:17][CH2:18]1.[Cl:19][C:20]([O:21][CH2:22][CH3:23])=[O:24].[Cl:33][CH2:34][Cl:35]>>[C:1]([CH3:2])(=[O:3])[c:4]1[cH:5][cH:6][c:7]([C:9](=[O:11])[N:31]([CH2:25][CH2:26][CH2:27][CH2:28][CH2:29][CH3:30])[CH3:32])[o:8]1. Starting materials: CC(=O)c1ccc(C(=O)O)o1, CCCCCCNC, CN1CCOCC1, CCOC(=O)Cl, ClCCl. The reactants are [OH-].[Na+] (sodium hydroxide), CO (MeOH), N1N=NN=C1C=1C=C(C=C(C1)C1=CC=CC=C1)C(=O)OC (methyl 5-(tetrazol-5-yl)biphenyl-3-carboxylate), Cl (hydrochloric acid), [OH-].[Na+] (sodium hydroxide). Run in O (water). Run at time 45 minute. The product is N1N=NN=C1C=1C=C(C=C(C1)C1=CC=CC=C1)C(=O)O (5-(Tetrazol-5-yl)biphenyl-3-carboxylic acid). RXN SMILES: [OH-].[Na+].CO.[NH:5]1[C:9]([C:10]2[CH:11]=[C:12]([C:22]([O:24]C)=[O:23])[CH:13]=[C:14]([C:16]3[CH:21]=[CH:20][CH:19]=[CH:18][CH:17]=3)[CH:15]=2)=[N:8][N:7]=[N:6]1.Cl>O>[NH:8]1[C:9]([C:10]2[CH:11]=[C:12]([C:22]([OH:24])=[O:23])[CH:13]=[C:14]([C:16]3[CH:21]=[CH:20][CH:19]=[CH:18][CH:17]=3)[CH:15]=2)=[N:5][N:6]=[N:7]1 |f:0.1|. Reported procedure: Aqueous 2 N sodium hydroxide solution (4 mL) was added to an MeOH (40 mL) solution of methyl 5-(tetrazol-5-yl)biphenyl-3-carboxylate (1.18 g), and stirred at room temperature for 45 minutes and then at 50° C. for 5 hours. Further, aqueous 2 N sodium hydroxide solution (2 mL) was added to it, and stirred at 50° C. for 2 hours. With cooling with ice, 2 N hydrochloric acid (12 mL) and water were added to it, the formed precipitate was taken out through filtration, washed with water and dried to obt...